Dataset: the Open Reaction Database (ORD), a public repository of structured organic reaction records. Task: describe an organic reaction: reactants, conditions, products, and yield The reactants are ClC=1C=C(C(=NC1)OC1=CC=C(OC(C(=O)OC)C)C=C1)F (methyl 2-[4-(5-chloro-3-fluoropyridin-2-yloxy)phenoxy]propionate), [OH-].[Na+] (sodium hydroxide), Cl (hydrochloric acid). The solvent is O1CCOCC1 (dioxan). Conditions: temperature 40 celsius, time 2 hour. Product: ClC=1C=C(C(=NC1)OC1=CC=C(OC(C(=O)O)C)C=C1)F (2-[4-(5-chloro-3-fluoropyridin-2-yloxy)phenoxy]propionic acid). Isolated yield 99.1%. RXN SMILES: [Cl:1][C:2]1[CH:3]=[C:4]([F:22])[C:5]([O:8][C:9]2[CH:21]=[CH:20][C:12]([O:13][CH:14]([CH3:19])[C:15]([O:17]C)=[O:16])=[CH:11][CH:10]=2)=[N:6][CH:7]=1.[OH-].[Na+].Cl>O1CCOCC1>[Cl:1][C:2]1[CH:3]=[C:4]([F:22])[C:5]([O:8][C:9]2[CH:10]=[CH:11][C:12]([O:13][CH:14]([CH3:19])[C:15]([OH:17])=[O:16])=[CH:20][CH:21]=2)=[N:6][CH:7]=1 |f:1.2|. Reported procedure: A mixture of 67.0 g (0.206 mole) of methyl 2-[4-(5-chloro-3-fluoropyridin-2-yloxy)phenoxy]propionate, 350 ml of dioxan and 250 ml of 1N sodium hydroxide solution is stirred for 2 hours at 40° C. The reaction mixture is poured into a mixture of ice and 150 ml of 2N hydrochloric acid and extracted twice with ethyl acetate. The extracts are washed with a saturated solution of sodium chloride, dried over magnesium sulfate, filtered and concentrated by evaporation, affording 63.6 g (99% of theory) of... RXN SMILES: [CH2:37]([CH:38]([CH3:39])[CH3:40])[N:41]1[CH2:42][CH2:43][NH:44][CH2:45][CH2:46]1.[CH3:1][S:2]([O:3][CH2:6][c:7]1[cH:8][c:9]2[c:10]([cH:11][n:12]1)[n:13][cH:14][n:15]2-[c:16]1[s:17][c:18]([C:34]([NH2:35])=[O:36])[c:19]([O:21][CH:22]([CH3:23])[c:24]2[c:25]([C:30]([F:31])([F:32])[F:33])[cH:26][cH:27][cH:28][cH:29]2)[cH:20]1)(=[O:4])=[O:5].[Cl:47][CH2:48][Cl:49]>>[CH2:6]([c:7]1[cH:8][c:9]2[c:10]([cH:11][n:12]1)[n:13][cH:14][n:15]2-[c:16]1[s:17][c:18]([C:34]([NH2:35])=[O:36])[c:19]([O:21][CH:22]([CH3:23])[c:24]2[c:25]([C:30]([F:31])([F:32])[F:33])[cH:26][cH:27][cH:28][cH:29]2)[cH:20]1)[N:44]1[CH2:43][CH2:42][N:41]([CH2:37][CH:38]([CH3:39])[CH3:40])[CH2:46][CH2:45]1. Yields the product CC(C)CN1CCN(Cc2cc3c(cn2)ncn3-c2cc(OC(C)c3ccccc3C(F)(F)F)c(C(N)=O)s2)CC1. Reactants: CC(C)CN1CCNCC1, CC(Oc1cc(-n2cnc3cnc(COS(C)(=O)=O)cc32)sc1C(N)=O)c1ccccc1C(F)(F)F, ClCCl. The reactants are C(C)(C)(C)OC(=O)N1C(CC(C1)=NOC)C(=O)O (tert-butoxycarbonyl-4-(methoxyimino)-2-Pyrrolidinecarboxylic acid), NOCC1=CC=C(C=C1)OC (1[(aminooxy)methyl]-4-methoxy-benzene), NOCC1=CC=C(C=C1)OC (1[(aminooxy)methyl]-4-methoxy-benzene), C(C)(C)(C)OC(=O)N1[C@@H](CC(C1)=O)C(=O)O ((2S)-1-(tert-butoxycarbonyl)-4-oxo-2-pyrrolidinecarboxylic acid), C(C)(C)(C)OC(=O)N1[C@@H](CC(C1)=O)C(=O)O ((2S)-1-(tert-butoxycarbonyl)-4-oxo-2-pyrrolidinecarboxylic acid). Product: C(C)(C)(C)OC(=O)N1C(CC(C1)=NOCC1=CC=C(C=C1)OC)C(=O)O (tert-butoxycarbonyl-4-{[(4-methoxybenzyl)oxy]imino}-2-pyrrolidine-carboxylic acid). The yield is 85.0%. RXN SMILES: [C:1]([O:5][C:6]([N:8]1[CH2:12][C:11](=[N:13][O:14][CH3:15])[CH2:10][CH:9]1[C:16]([OH:18])=[O:17])=[O:7])([CH3:4])([CH3:3])[CH3:2].C(OC(N1CC(=O)C[C@H]1C(O)=O)=O)(C)(C)C.NOC[C:38]1[CH:43]=[CH:42][C:41]([O:44][CH3:45])=[CH:40][CH:39]=1>>[C:1]([O:5][C:6]([N:8]1[CH2:12][C:11](=[N:13][O:14][CH2:15][C:38]2[CH:43]=[CH:42][C:41]([O:44][CH3:45])=[CH:40][CH:39]=2)[CH2:10][CH:9]1[C:16]([OH:18])=[O:17])=[O:7])([CH3:4])([CH3:2])[CH3:3]. Procedure details: The same method as employed in the preparation of Intermediate 7, but starting from (2S)-1-(tert-butoxycarbonyl)-4-oxo-2-pyrrolidinecarboxylic acid (Intermediate 1) and 1[(aminooxy)methyl]-4-methoxy-benzene (Intermediate 10) gave the title compound as a gum in a 85% yield. RXN SMILES: [CH2:1]([CH3:2])[O:3][C:4](=[O:5])[c:6]1[cH:7][c:8]2[cH:9][cH:10][c:11]([CH:16]3[CH2:17][C:18]([CH3:27])([CH3:28])[c:19]4[cH:20][cH:21][cH:22][cH:23][c:24]4[CH:25]3[OH:26])[cH:12][c:13]2[cH:14][cH:15]1.[CH3:29][C:30]1([CH3:31])[CH2:32][CH:33]=[C:34]([c:35]2[s:36][cH:37][cH:38][cH:39]2)[c:40]2[cH:41][c:42]([CH:43]=[CH:44][c:45]3[cH:46][cH:47][c:48]([C:49]([O:50][CH2:51][CH3:52])=[O:53])[cH:54][cH:55]3)[cH:56][cH:57][c:58]21.[CH3:59][C:60]1([CH3:61])[CH2:62][CH2:63][CH:64]([OH:65])[c:66]2[cH:67][c:68](-[c:69]3[cH:70][c:71]4[c:72]([cH:73][cH:74]3)[cH:75][c:76]([C:77]([O:78][CH2:79][CH3:80])=[O:81])[cH:82][cH:83]4)[cH:84][cH:85][c:86]21>>[O:3]=[C:4]([OH:5])[c:6]1[cH:7][c:8]2[cH:9][cH:10][c:11]([CH:16]3[CH2:17][C:18]([CH3:27])([CH3:28])[c:19]4[cH:20][cH:21][cH:22][cH:23][c:24]4[CH:25]3[OH:26])[cH:12][c:13]2[cH:14][cH:15]1. Reactants: CCOC(=O)c1ccc2cc(C3CC(C)(C)c4ccccc4C3O)ccc2c1, CCOC(=O)c1ccc(C=Cc2ccc3c(c2)C(c2cccs2)=CCC3(C)C)cc1, CCOC(=O)c1ccc2cc(-c3ccc4c(c3)C(O)CCC4(C)C)ccc2c1. Yields the product CC1(C)CC(c2ccc3cc(C(=O)O)ccc3c2)C(O)c2ccccc21.